Dataset: the Open Reaction Database (ORD), a public repository of structured organic reaction records. Task: describe an organic reaction: reactants, conditions, products, and yield The reactants are CCOC(=O)CCCCCCCl, O=c1[nH]c2ccccc2n1-c1cccc(Cl)c1, [H-], [I-], [Na+], [Na+], CN(C)C=O. The product is CCOC(=O)CCCCCCn1c(=O)n(-c2cccc(Cl)c2)c2ccccc21. Reaction SMILES: [CH2:20]([CH3:21])[O:22][C:23]([CH2:24][CH2:25][CH2:26][CH2:27][CH2:28][CH2:29][Cl:30])=[O:31].[Cl:3][c:4]1[cH:5][c:6](-[n:10]2[c:11](=[O:19])[nH:12][c:13]3[c:14]2[cH:15][cH:16][cH:17][cH:18]3)[cH:7][cH:8][cH:9]1.[H-:2].[I-:33].[Na+:1].[Na+:32].[O:34]=[CH:35][N:36]([CH3:37])[CH3:38]>>[Cl:3][c:4]1[cH:5][c:6](-[n:10]2[c:11](=[O:19])[n:12]([CH2:29][CH2:28][CH2:27][CH2:26][CH2:25][CH2:24][C:23]([O:22][CH2:20][CH3:21])=[O:31])[c:13]3[c:14]2[cH:15][cH:16][cH:17][cH:18]3)[cH:7][cH:8][cH:9]1.